describe an organic reaction: reactants, conditions, products, and yield From a dataset of the Open Reaction Database (ORD), a public repository of structured organic reaction records. Starting materials: CC(C)(C)OC(=O)N1CCN(c2ccc(C(O)(C(F)(F)F)C(F)(F)F)cc2)C(COCc2ccccc2)C1, CCO. Yields the product CC(C)(C)OC(=O)N1CCN(c2ccc(C(O)(C(F)(F)F)C(F)(F)F)cc2)C(CO)C1. As a reaction SMILES: [CH2:1]([c:2]1[cH:3][cH:4][cH:5][cH:6][cH:7]1)[O:8][CH2:9][CH:10]1[CH2:11][N:12]([C:32](=[O:33])[O:34][C:35]([CH3:36])([CH3:37])[CH3:38])[CH2:13][CH2:14][N:15]1[c:16]1[cH:17][cH:18][c:19]([C:22]([C:23]([F:24])([F:25])[F:26])([C:27]([F:28])([F:29])[F:30])[OH:31])[cH:20][cH:21]1.[CH3:39][CH2:40][OH:41]>>[OH:8][CH2:9][CH:10]1[CH2:11][N:12]([C:32](=[O:33])[O:34][C:35]([CH3:36])([CH3:37])[CH3:38])[CH2:13][CH2:14][N:15]1[c:16]1[cH:17][cH:18][c:19]([C:22]([C:23]([F:24])([F:25])[F:26])([C:27]([F:28])([F:29])[F:30])[OH:31])[cH:20][cH:21]1. Reaction SMILES: [CH2:1]([c:2]1[cH:3][cH:4][cH:5][cH:6][cH:7]1)[O:8][C:9]([CH:10]([C:11](=[O:12])[O:13][CH3:14])[O:15][c:16]1[n:17][c:18]([O:24][CH3:25])[cH:19][c:20]([O:22][CH3:23])[n:21]1)([CH3:26])[c:27]1[cH:28][cH:29][cH:30][cH:31][cH:32]1.[CH3:35][OH:36].[Na+:34].[O:37]1[CH2:38][CH2:39][CH2:40][CH2:41]1.[OH-:33]>>[CH2:1]([c:2]1[cH:3][cH:4][cH:5][cH:6][cH:7]1)[O:8][C:9]([CH:10]([C:11](=[O:12])[OH:13])[O:15][c:16]1[n:17][c:18]([O:24][CH3:25])[cH:19][c:20]([O:22][CH3:23])[n:21]1)([CH3:26])[c:27]1[cH:28][cH:29][cH:30][cH:31][cH:32]1. Yields the product COc1cc(OC)nc(OC(C(=O)O)C(C)(OCc2ccccc2)c2ccccc2)n1. The reactants are COC(=O)C(Oc1nc(OC)cc(OC)n1)C(C)(OCc1ccccc1)c1ccccc1, CO, [Na+], C1CCOC1, [OH-]. Reactants: CC=1N=CN(C1)C1=CC=C(C=C1)NC(=S)N ([4-(4-methyl-imidazol-1-yl)-phenyl]-thiourea), C1(=CC=CC=C1)C(=O)C(C1=CC=CC=C1)Br (desyl bromide). Yields the product C1(=CC=CC=C1)C=1N=C(SC1C1=CC=CC=C1)NC1=CC=C(C=C1)N1C=NC(=C1)C ((4,5-Diphenyl-thiazol-2-yl)-[4-(4-methyl-imidazol-1-yl)-phenyl]-amine). The yield is 88.2%. RXN SMILES: [CH3:1][C:2]1[N:3]=[CH:4][N:5]([C:7]2[CH:12]=[CH:11][C:10]([NH:13][C:14]([NH2:16])=[S:15])=[CH:9][CH:8]=2)[CH:6]=1.[C:17]1([C:23]([CH:25](Br)[C:26]2[CH:31]=[CH:30][CH:29]=[CH:28][CH:27]=2)=O)[CH:22]=[CH:21][CH:20]=[CH:19][CH:18]=1>>[C:17]1([C:23]2[N:16]=[C:14]([NH:13][C:10]3[CH:9]=[CH:8][C:7]([N:5]4[CH:6]=[C:2]([CH3:1])[N:3]=[CH:4]4)=[CH:12][CH:11]=3)[S:15][C:25]=2[C:26]2[CH:27]=[CH:28][CH:29]=[CH:30][CH:31]=2)[CH:22]=[CH:21][CH:20]=[CH:19][CH:18]=1. Reported procedure: Prepared in analogy to example 64d) from 100 mg (0.43 mmol) [4-(4-methyl-imidazol-1-yl)-phenyl]-thiourea (example 72c)) and 130 mg (0.47 mmol) desyl bromide. 155 mg (88%) of the product was isolated as a colorless solid. MS ISP (m/e): 409.3 (100) (M+H)+. 1H NMR (DMSO-D6, 300 MHz): δ (ppm)=10.74 (s, 1H), 9.50 (s, 1H), 8.00-7.90 (m, 3H), 7.73 (d, 2H), 7.49 (d, 2H), 7.40-7.30 (m, 8H), 2.35 (s, 3H). Yields the product CC1CC(=O)Nc2ncnc(Cl)c21. Starting materials: CC(C)O, COC(=O)CC(C)c1c(Cl)ncnc1Cl, N. As a reaction SMILES: [CH:17]([OH:18])([CH3:19])[CH3:20].[Cl:1][c:2]1[n:3][cH:4][n:5][c:6]([Cl:15])[c:7]1[CH:8]([CH2:9][C:10](=[O:11])[O:12][CH3:13])[CH3:14].[NH3:16]>>[Cl:1][c:2]1[n:3][cH:4][n:5][c:6]2[c:7]1[CH:8]([CH3:14])[CH2:9][C:10](=[O:11])[NH:16]2. The reactants are Cl.OC(C1CCN(CC1)CCCC(=O)C1=CC=C(C=C1)C(C(=O)OCC)(C)C)(C1=CC=CC=C1)C1=CC=CC=C1 (ethyl 4-[4-[4-(hydroxydiphenylmethyl)-1-piperidinyl]-1-oxobutyl]-α,α-dimethylbenzeneacetate hydrochloride), [OH-].[Na+] (sodium hydroxide). Run in CO (methanol). Product: OC(C1CCN(CC1)CCCC(=O)C1=CC=C(C=C1)C(C(=O)O)(C)C)(C1=CC=CC=C1)C1=CC=CC=C1 (4-[4-[4-(hydroxydiphenylmethyl)-1-piperidinyl]-1-oxobutyl]-α,α-dimethylbenzeneacetic acid). RXN SMILES: Cl.[OH:2][C:3]([C:35]1[CH:40]=[CH:39][CH:38]=[CH:37][CH:36]=1)([C:29]1[CH:34]=[CH:33][CH:32]=[CH:31][CH:30]=1)[CH:4]1[CH2:9][CH2:8][N:7]([CH2:10][CH2:11][CH2:12][C:13]([C:15]2[CH:20]=[CH:19][C:18]([C:21]([CH3:28])([CH3:27])[C:22]([O:24]CC)=[O:23])=[CH:17][CH:16]=2)=[O:14])[CH2:6][CH2:5]1.[OH-].[Na+]>CO>[OH:2][C:3]([C:35]1[CH:40]=[CH:39][CH:38]=[CH:37][CH:36]=1)([C:29]1[CH:30]=[CH:31][CH:32]=[CH:33][CH:34]=1)[CH:4]1[CH2:9][CH2:8][N:7]([CH2:10][CH2:11][CH2:12][C:13]([C:15]2[CH:20]=[CH:19][C:18]([C:21]([CH3:28])([CH3:27])[C:22]([OH:24])=[O:23])=[CH:17][CH:16]=2)=[O:14])[CH2:6][CH2:5]1 |f:0.1,2.3|. Procedure: A mixture of 1 g of ethyl 4-[4-[4-(hydroxydiphenylmethyl)-1-piperidinyl]-1-oxobutyl]-α,α-dimethylbenzeneacetate hydrochloride, 25 ml of methanol and 5 ml of 25% sodium hydroxide solution is stirred and refluxed for 2 hours then concentrated to a solid, neutralized with dilute hydrochloric acid and extracted with hot toluene. The toluene extract is filtered and concentrated to a residue which is recrystallized from chloroform/toluene to give 4-[4-[4-(hydroxydiphenylmethyl)-1-piperidinyl]-1-oxobut... Reactants: C#CC(N)=O, Ic1cccs1. Product: NC(=O)C#Cc1cccs1. Reaction SMILES: [C:1]([C:2]#[CH:3])(=[O:4])[NH2:5].[I:6][c:7]1[s:8][cH:9][cH:10][cH:11]1>>[C:1]([C:2]#[C:3][c:7]1[s:8][cH:9][cH:10][cH:11]1)(=[O:4])[NH2:5]. Starting materials: C1CCOC1, CO, COC(=O)c1cc2c([nH]1)C(c1cccc(F)c1)CC2, [Li+], [OH-]. Product: O=C(O)c1cc2c([nH]1)C(c1cccc(F)c1)CC2. RXN SMILES: [CH2:24]1[O:25][CH2:26][CH2:27][CH2:28]1.[CH3:22][OH:23].[F:1][c:2]1[cH:3][c:4]([CH:8]2[CH2:9][CH2:10][c:11]3[c:12]2[nH:13][c:14]([C:16](=[O:17])[O:18][CH3:19])[cH:15]3)[cH:5][cH:6][cH:7]1.[Li+:20].[OH-:21]>>[F:1][c:2]1[cH:3][c:4]([CH:8]2[CH2:9][CH2:10][c:11]3[c:12]2[nH:13][c:14]([C:16](=[O:17])[OH:18])[cH:15]3)[cH:5][cH:6][cH:7]1.